This data is from the Open Reaction Database (ORD), a public repository of structured organic reaction records. The task is: describe an organic reaction: reactants, conditions, products, and yield Reactants: COC(=O)c1nc(C2(C)CN(C(=O)OC(C)(C)C)CCN2C(=O)OCc2ccccc2)nc(O)c1OC(=O)c1ccccc1, CCOC(C)=O. The product is COC(=O)c1nc(C2(C)CN(C(=O)OC(C)(C)C)CCN2)nc(O)c1OC(=O)c1ccccc1. Reaction SMILES: [C:1]([c:2]1[cH:3][cH:4][cH:5][cH:6][cH:7]1)(=[O:8])[O:9][c:10]1[c:11]([OH:44])[n:12][c:13]([C:20]2([CH3:43])[N:21]([C:33]([O:34][CH2:35][c:36]3[cH:37][cH:38][cH:39][cH:40][cH:41]3)=[O:42])[CH2:22][CH2:23][N:24]([C:26](=[O:27])[O:28][C:29]([CH3:30])([CH3:31])[CH3:32])[CH2:25]2)[n:14][c:15]1[C:16](=[O:17])[O:18][CH3:19].[CH3:45][CH2:46][O:47][C:48]([CH3:49])=[O:50]>>[C:1]([c:2]1[cH:3][cH:4][cH:5][cH:6][cH:7]1)(=[O:8])[O:9][c:10]1[c:11]([OH:44])[n:12][c:13]([C:20]2([CH3:43])[NH:21][CH2:22][CH2:23][N:24]([C:26](=[O:27])[O:28][C:29]([CH3:30])([CH3:31])[CH3:32])[CH2:25]2)[n:14][c:15]1[C:16](=[O:17])[O:18][CH3:19]. Reactants: CCOC(C)=O, FC(F)(F)c1ccc2c(c1)nc(Cl)c1nccn12, NCCCO, C1COCCO1. The product is OCCCNc1nc2cc(C(F)(F)F)ccc2n2ccnc12. Reaction SMILES: [CH3:30][CH2:31][O:32][C:33](=[O:34])[CH3:35].[Cl:1][c:2]1[c:3]2[n:4]([c:5]3[cH:6][cH:7][c:8]([C:12]([F:13])([F:14])[F:15])[cH:9][c:10]3[n:11]1)[cH:16][cH:17][n:18]2.[NH2:19][CH2:20][CH2:21][CH2:22][OH:23].[O:24]1[CH2:25][CH2:26][O:27][CH2:28][CH2:29]1>>[c:2]1([NH:19][CH2:20][CH2:21][CH2:22][OH:23])[c:3]2[n:4]([c:5]3[cH:6][cH:7][c:8]([C:12]([F:13])([F:14])[F:15])[cH:9][c:10]3[n:11]1)[cH:16][cH:17][n:18]2. Conditions: temperature 82.5 celsius. The product is C(C)(C)(C)C1=CC(=NC=C1)C=O (4-t-Butyl-2-pyridine-carboxaldehyde). RXN SMILES: [C:1]([C:5]1[CH:10]=[CH:9][N:8]=[C:7]([CH2:11][OH:12])[CH:6]=1)([CH3:4])([CH3:3])[CH3:2].[Se](=O)=O>O1CCOCC1.ClCCl>[C:1]([C:5]1[CH:10]=[CH:9][N:8]=[C:7]([CH:11]=[O:12])[CH:6]=1)([CH3:4])([CH3:2])[CH3:3]. Isolated yield 95.8%. Starting materials: C(C)(C)(C)C1=CC(=NC=C1)CO (4-t-Butyl-2-hydroxymethyl-pyridine), [Se](=O)=O (selenium dioxide). The solvent is ClCCl (dichloromethane), O1CCOCC1 (dioxane), one. Procedure: 4-t-Butyl-2-hydroxymethyl-pyridine (4.13 g, 25 mmole) is dissolved in 75 ml dioxane in a 200 ml one neck round bottom flask under nitrogen. The solution is treated with selenium dioxide (1.53 g, 13.75 mmole) and the reaction is warmed to 80-85° C. for 1 h. The mixture is cooled, diluted with dichloromethane, and is filtered through celite. The filter cake is washed well with dichloromethane and the filtrate is concentrated to an amber oil. The crude oil is passed through a 50 g plug of silica ge... Reactants: C1(=CC=CC=C1)[Se]Cl (phenylselenyl chloride), C(C=C)C1(C[C@@H](CC1)C(=O)OCC1=CC=CC=C1)N ((1R)-benzyl 3-allyl-3-aminocyclopentanecarboxylate). The solvent is C(C)#N (acetonitrile). Conditions: temperature 80 celsius. Yields the product ClC1CNC2(C1)C[C@@H](CC2)C(=O)OCC2=CC=CC=C2 ((7R)-benzyl 3-chloro-1-azaspiro[4.4]nonane-7-carboxylate). Reaction SMILES: C1([Se][Cl:8])C=CC=CC=1.[CH2:9]([C:12]1([NH2:27])[CH2:16][CH2:15][C@@H:14]([C:17]([O:19][CH2:20][C:21]2[CH:26]=[CH:25][CH:24]=[CH:23][CH:22]=2)=[O:18])[CH2:13]1)[CH:10]=[CH2:11]>C(#N)C>[Cl:8][CH:10]1[CH2:9][C:12]2([CH2:16][CH2:15][C@@H:14]([C:17]([O:19][CH2:20][C:21]3[CH:26]=[CH:25][CH:24]=[CH:23][CH:22]=3)=[O:18])[CH2:13]2)[NH:27][CH2:11]1. Procedure: To phenylselenyl chloride (0.199 g, 1.041 mmol) was added (1R)-benzyl 3-allyl-3-aminocyclopentanecarboxylate (example 2, step A, 0.090 g, 0.347 mmol) dissolved in acetonitrile (2 mL). The contents were heated at 80° C. for 18 hours. The reaction mixture was concentrated and partitioned between ethyl acetate (20 mL) and saturated aqueous sodium bicarbonate (10 mL). The ethyl acetate layer was dried over sodium sulfate and concentrated. To the residue was added methanol (5 mL). The solid that sepa... Reactants: NC1=CC=C(C(=O)OCC)C=C1 (ethyl p-aminobenzoate), BrCCCC1=C(C=CC=C1)OC (1-bromo-3-(o-methoxyphenyl)propane), CN(P(=O)(N(C)C)N(C)C)C (hexamethylphosphoramide). Solvent: O (water). Yields the product COC1=C(C=CC=C1)CCCNC1=CC=C(C(=O)OCC)C=C1 (Ethyl p-[3-(o-methoxyphenyl)propyl]aminobenzoate). RXN SMILES: [NH2:1][C:2]1[CH:12]=[CH:11][C:5]([C:6]([O:8][CH2:9][CH3:10])=[O:7])=[CH:4][CH:3]=1.Br[CH2:14][CH2:15][CH2:16][C:17]1[CH:22]=[CH:21][CH:20]=[CH:19][C:18]=1[O:23][CH3:24].CN(C)P(N(C)C)(N(C)C)=O>O>[CH3:24][O:23][C:18]1[CH:19]=[CH:20][CH:21]=[CH:22][C:17]=1[CH2:16][CH2:15][CH2:14][NH:1][C:2]1[CH:3]=[CH:4][C:5]([C:6]([O:8][CH2:9][CH3:10])=[O:7])=[CH:11][CH:12]=1. Procedure details: A mixture of 14.5 g. of ethyl p-aminobenzoate, 10 g. of 1-bromo-3-(o-methoxyphenyl)propane and 50 ml. of hexamethylphosphoramide is heated at 130° C. for 15 hours, cooled and diluted with 20 ml. of water. The mixture is chilled, diluted with 50 ml. of cold ethanol:H2O (1:1) and filtered. The solid is washed with three 50 ml. portions of cold ethanol-water (1:1) and with water to give crystals, m.p. 106°-109° C. Recrystallization from ethanol (100 ml.) gives yellow crystals, m.p. 111°-113° C. The reactants are solution, Cl.O1CCOCC1 (hydrochloric acid dioxane), C(C)(C)(C)OC(=O)N1CCN(CC1)C=1SC2=C(N1)C=CC(=C2)Cl (4-(6-chlorobenzothiazole-2-yl)piperazine-1-carboxylic acid tert-butyl ester). Run at temperature 60 celsius, time 1 hour. The product is Cl.Cl.ClC1=CC2=C(N=C(S2)N2CCNCC2)C=C1 (4-(6-chlorobenzothiazole-2-yl)piperazine dihydrochloride). RXN SMILES: [ClH:1].O1CCOCC1.C(OC([N:15]1[CH2:20][CH2:19][N:18]([C:21]2[S:22][C:23]3[CH:29]=[C:28]([Cl:30])[CH:27]=[CH:26][C:24]=3[N:25]=2)[CH2:17][CH2:16]1)=O)(C)(C)C>>[ClH:30].[ClH:1].[Cl:30][C:28]1[CH:27]=[CH:26][C:24]2[N:25]=[C:21]([N:18]3[CH2:19][CH2:20][NH:15][CH2:16][CH2:17]3)[S:22][C:23]=2[CH:29]=1 |f:0.1,3.4.5|. Reported procedure: To 4N solution of hydrochloric acid-dioxane was added 4-(6-chlorobenzothiazole-2-yl)piperazine-1-carboxylic acid tert-butyl ester (1.50 g; 4.239 mmol). The mixture was stirred at 60° C. for 1 hour. The reaction solution was concentrated under reduced pressure and the residue was washed with ethyl acetate to give 4-(6-chlorobenzothiazole-2-yl)piperazine dihydrochloride as colorless crystal (1.40 g; 100%). The reactants are C(N)(=O)C1=C(C=C(N=N1)N[C@H]1[C@H](CCCC1)NC(OC(C)(C)C)=O)NC1=NC(=CC=C1)C1CC1 (tert-butyl (1S,2R)-2-(6-carbamoyl-5-(6-cyclopropylpyridin-2-ylamino)pyridazin-3-ylamino)cyclohexylcarbamate), C(=O)(C(F)(F)F)O (TFA). Solvent: ClCCl (dichloromethane). Conditions: time 6 hour. The product is N[C@@H]1[C@@H](CCCC1)NC1=CC(=C(N=N1)C(=O)N)NC1=NC(=CC=C1)C1CC1 (6-((1R,2S)-2-aminocyclohexylamino)-4-(6-cyclopropylpyridin-2-ylamino) pyridazine-3-carboxamide). Isolated yield 66.1%. Reaction SMILES: [C:1]([C:4]1[N:9]=[N:8][C:7]([NH:10][C@@H:11]2[CH2:16][CH2:15][CH2:14][CH2:13][C@@H:12]2[NH:17]C(=O)OC(C)(C)C)=[CH:6][C:5]=1[NH:25][C:26]1[CH:31]=[CH:30][CH:29]=[C:28]([CH:32]2[CH2:34][CH2:33]2)[N:27]=1)(=[O:3])[NH2:2].C(O)(C(F)(F)F)=O>ClCCl>[NH2:17][C@H:12]1[CH2:13][CH2:14][CH2:15][CH2:16][C@H:11]1[NH:10][C:7]1[N:8]=[N:9][C:4]([C:1]([NH2:2])=[O:3])=[C:5]([NH:25][C:26]2[CH:31]=[CH:30][CH:29]=[C:28]([CH:32]3[CH2:33][CH2:34]3)[N:27]=2)[CH:6]=1. Procedure details: To a solution of tert-butyl (1S,2R)-2-(6-carbamoyl-5-(6-cyclopropylpyridin-2-ylamino)pyridazin-3-ylamino)cyclohexylcarbamate (25 mg, 53.5 μmol) in dichloromethane (4 mL) was added TFA (370 μg, 0.25 μL, 3.24 μmol). After 6 h, the mixture was concentrated in vacuo, then purified by flash chromatography (spherical silica, 20-45 μm, 25 g, Versaflash from Supelco, 97:2.75:0.15 to 84:15.2:0.8 dichloromethane:MeOH:NH4OH, 30 min) to give 6-((1R,2S)-2-aminocyclohexylamino)-4-(6-cyclopropylpyridin-2-ylami...